Dataset: the Open Reaction Database (ORD), a public repository of structured organic reaction records. Task: describe an organic reaction: reactants, conditions, products, and yield Starting materials: BrC(=C(C(=O)O)I)I (3-bromo-2,3-diiodoacrylic acid), [N+](=[N-])=C (diazomethane). The solvent is C(C)OCC (diethyl ether), C(C)OCC (diethyl ether). Conditions: time 15 minute. Product: BrC(=C(C(=O)OC)I)I (Methyl 3-bromo-2,3-diiodoacrylate). Reaction SMILES: [Br:1][C:2]([I:8])=[C:3]([I:7])[C:4]([OH:6])=[O:5].[N+](=[CH2:11])=[N-]>C(OCC)C>[Br:1][C:2]([I:8])=[C:3]([I:7])[C:4]([O:6][CH3:11])=[O:5]. Procedure: 0.5 g of 3-bromo-2,3-diiodoacrylic acid was dissolved in 20 ml of diethyl ether. A solution of diazomethane in diethyl ether was then added until nitrogen gas was no longer produced, whereupon the mixture was left to stand for 15 minutes. The diethyl ether was distilled off, giving 0.50 g of the desired compound as an oil. Starting materials: COC1=CC=C(CS[C@H]2C[C@H](N(C2)C(=O)OCC2=CC=C(C=C2)[N+](=O)[O-])C(=O)O)C=C1 ((2S,4S)-4-(4-methoxybenzyl)thio-1-(4-nitrobenzyloxycarbonyl)-L-proline), N,N'-carbonyldiimidazole, C1(CCCCC1)C[C@@H]([C@H](CC(=O)N[C@@H]1CNCC1)O)NC(=O)OCC1=CC=C(C=C1)[N+](=O)[O-] ((3S)-3-[(3S,4S)-5-cyclohexyl-3-hydroxy-4-(4-nitrobenzyloxycarbonyl)aminopentanoylamino]pyrrolidine). The solvent is O1CCCC1 (tetrahydrofuran), O1CCCC1 (tetrahydrofuran). Reaction conditions: temperature 30 celsius, time 1 hour. The product is C1(CCCCC1)C[C@@H]([C@H](CC(=O)N[C@@H]1CN(CC1)C(=O)[C@H]1N(C[C@H](C1)SCC1=CC=C(C=C1)OC)C(=O)OCC1=CC=C(C=C1)[N+](=O)[O-])O)NC(=O)OCC1=CC=C(C=C1)[N+](=O)[O-] ((2S,4S)-2-[(3S)-3-[(3S,4S)-5-Cyclohexyl-3-hydroxy-4-(4-nitrobenzyloxycarbonyl)aminopentanoylamino]pyrrolidin-1-ylcarbonyl]-4-(4-methoxybenzyl)thio-1-(4-nitrobenzyloxycarbonyl)pyrrolidine). As a reaction SMILES: [CH3:1][O:2][C:3]1[CH:31]=[CH:30][C:6]([CH2:7][S:8][C@@H:9]2[CH2:13][N:12]([C:14]([O:16][CH2:17][C:18]3[CH:23]=[CH:22][C:21]([N+:24]([O-:26])=[O:25])=[CH:20][CH:19]=3)=[O:15])[C@H:11]([C:27](O)=[O:28])[CH2:10]2)=[CH:5][CH:4]=1.[CH:32]1([CH2:38][C@H:39]([NH:51][C:52]([O:54][CH2:55][C:56]2[CH:61]=[CH:60][C:59]([N+:62]([O-:64])=[O:63])=[CH:58][CH:57]=2)=[O:53])[C@@H:40]([OH:50])[CH2:41][C:42]([NH:44][C@H:45]2[CH2:49][CH2:48][NH:47][CH2:46]2)=[O:43])[CH2:37][CH2:36][CH2:35][CH2:34][CH2:33]1>O1CCCC1>[CH:32]1([CH2:38][C@H:39]([NH:51][C:52]([O:54][CH2:55][C:56]2[CH:61]=[CH:60][C:59]([N+:62]([O-:64])=[O:63])=[CH:58][CH:57]=2)=[O:53])[C@@H:40]([OH:50])[CH2:41][C:42]([NH:44][C@H:45]2[CH2:49][CH2:48][N:47]([C:27]([C@@H:11]3[CH2:10][C@H:9]([S:8][CH2:7][C:6]4[CH:30]=[CH:31][C:3]([O:2][CH3:1])=[CH:4][CH:5]=4)[CH2:13][N:12]3[C:14]([O:16][CH2:17][C:18]3[CH:19]=[CH:20][C:21]([N+:24]([O-:26])=[O:25])=[CH:22][CH:23]=3)=[O:15])=[O:28])[CH2:46]2)=[O:43])[CH2:37][CH2:36][CH2:35][CH2:34][CH2:33]1. Reported procedure: To a solution of (2S,4S)-4-(4-methoxybenzyl)thio-1-(4-nitrobenzyloxycarbonyl)-L-proline (1.47 g) in anhydrous tetrahydrofuran (30 ml), N,N'-carbonyldiimidazole (0.59 g) was added, followed by stirring at 30° C. for one hour. To the reaction mixture, a solution of (3S)-3-[(3S,4S)-5-cyclohexyl-3-hydroxy-4-(4-nitrobenzyloxycarbonyl)aminopentanoylamino]pyrrolidine (1.38 g) in anhydrous tetrahydrofuran (30 ml) was added. The reaction mixture was treated in a similar manner to that described in Refere... As a reaction SMILES: [C:1]1([CH:7]2[CH2:13][C:12](=[O:14])[NH:11][C:10]3[CH:15]=[CH:16][CH:17]=[CH:18][C:9]=3[S:8]2)[CH:6]=[CH:5][CH:4]=[CH:3][CH:2]=1.[Cl:19]N1C(=O)CCC1=O.O>CN(C)C=O>[Cl:19][C:13]1[C:12](=[O:14])[NH:11][C:10]2[CH:15]=[CH:16][CH:17]=[CH:18][C:9]=2[S:8][C:7]=1[C:1]1[CH:2]=[CH:3][CH:4]=[CH:5][CH:6]=1. Reactants: ClN1C(CCC1=O)=O (N-chlorosuccinimide), C1(=CC=CC=C1)C1SC2=C(NC(C1)=O)C=CC=C2 (2,3-Dihydro-2-phenyl-1,5-benzothiazepin-4(5H)-one), O (water). Solvent: CN(C=O)C (dimethylformamide), CN(C=O)C (dimethylformamide). Reported procedure: 2,3-Dihydro-2-phenyl-1,5-benzothiazepin-4(5H)-one (25.5 grams, 0.1 mole) is stirred in 250 ml of dimethylformamide. To the stirred solution is added a solution of N-chlorosuccinimide (27 grams, 0.2 mole) in 100 ml of dimethylformamide. The mixture is stirred at 105°-110°C for 5 hours, followed by cooling. The cooled solution is poured into 1.8 liters of cold water and a solid precipitates. The crude product (28 grams) has a melting point of 238°-240°C. The crude product is crystallized from a mi... Reaction conditions: time 5 hour. The product is ClC1=C(SC2=C(NC1=O)C=CC=C2)C2=CC=CC=C2 (3-Chloro-2-phenyl-1,5-benzothiazepin-4(5H)-one). Starting materials: ClC1=CN=CC2=C1C(NN=C2)=O (8-Chloropyrido[4,3-d]pyridazin-1(2H)-one), N1=C(C=CC2=CC=CC=C12)CCO (2-(quinolin-2-yl)ethanol), C(Cl)Cl (DCM), CC(C)OC(=O)/N=N/C(=O)OC(C)C (diisopropylazodicarboxylate). The solvent is C1CCOC1 (THF), C1CCOC1 (THF), C1CCOC1 (THF), O (water), C1CCOC1 (THF), C1CCOC1 (THF). Reaction conditions: time 30 minute. Product: ClC1=CN=CC2=C1C(N(N=C2)CCC2=NC1=CC=CC=C1C=C2)=O (8-chloro-2-(2-(quinolin-2-yl)ethyl)pyrido[4,3-d]pyridazin-1(2H)-one). The yield is 76.5%. As a reaction SMILES: CC(OC(/N=N/C(OC(C)C)=O)=O)C.[Cl:15][C:16]1[C:21]2[C:22](=[O:26])[NH:23][N:24]=[CH:25][C:20]=2[CH:19]=[N:18][CH:17]=1.[N:27]1[C:36]2[C:31](=[CH:32][CH:33]=[CH:34][CH:35]=2)[CH:30]=[CH:29][C:28]=1[CH2:37][CH2:38]O.C(Cl)Cl>C1COCC1.O>[Cl:15][C:16]1[C:21]2[C:22](=[O:26])[N:23]([CH2:38][CH2:37][C:28]3[CH:29]=[CH:30][C:31]4[C:36](=[CH:35][CH:34]=[CH:33][CH:32]=4)[N:27]=3)[N:24]=[CH:25][C:20]=2[CH:19]=[N:18][CH:17]=1. Procedure details: To 69.3 mg (0.264 mmol) in THF was added diisopropylazodicarboxylate (94 mg, 0.463 mmol) in THF under ice-cooling and under nitrogen. Then, the resulting solution was stirred for 30 min at room temperature to give a suspension. 8-Chloropyrido[4,3-d]pyridazin-1(2H)-one (24 mg, 0.132 mmol) in THF and then 2-(quinolin-2-yl)ethanol (22.89 mg, 0.132 mmol) in THF were added and the reaction mixture was stirred overnight at room temperature. The total amount of THF was 60 mL. Then, the reaction mixture... Starting materials: CC(=O)O, CC(=O)OC(C)=O, CC(=O)Cl, [H][H]. Product: CC(=O)OC(C)OC(C)=O. As a reaction SMILES: [CH3:14][C:15](=[O:16])[OH:17].[CH3:1][C:2](=[O:3])[O:4][C:5]([CH3:6])=[O:7].[CH3:8][C:9]([Cl:10])=[O:11].[H:12][H:13]>>[CH3:1][C:2](=[O:3])[O:4][CH:5]([CH3:6])[O:7][C:9]([CH3:8])=[O:11]. Starting materials: [Na] (sodium), ClC1=CC=C(C=C1)CCCCCC(C(=O)O)=O (7-(4-chlorophenyl)-2-oxoheptanoic acid). The solvent is C(C)O (ethanol), C(C)O (ethanol). Run at time 3 hour. Product: ClC1=CC=C(C=C1)CCCCCC(C(=O)O)O (7-(4-chlorophenyl)-2-hydroxyheptanoic acid). Yield: 65.0%. As a reaction SMILES: [Na].[Cl:2][C:3]1[CH:8]=[CH:7][C:6]([CH2:9][CH2:10][CH2:11][CH2:12][CH2:13][C:14](=[O:18])[C:15]([OH:17])=[O:16])=[CH:5][CH:4]=1>C(O)C>[Cl:2][C:3]1[CH:4]=[CH:5][C:6]([CH2:9][CH2:10][CH2:11][CH2:12][CH2:13][CH:14]([OH:18])[C:15]([OH:17])=[O:16])=[CH:7][CH:8]=1 |^1:0|. Procedure: A solution of 1.84 g (48.6 mmol) of sodium hydroboride in 175 ml of ethanol is added rapidly, with stirring, to a solution of 11.25 g (44 mmol) of 7-(4-chlorophenyl)-2-oxoheptanoic acid in 175 ml of ethanol at 50° C. Then the mixture is let stand for 3 hours at room temperature, the reaction mixture is concentrated, and the residue is dissolved with water. After acidification the aqueous phase is extracted with acetic ester. The organic extracts are dried and concentrated. The residual oil is di... Reactants: [Na+], O=C1Cc2cc(Cl)cc(Oc3ccccc3F)c2N1, C1COCCO1, [OH-], O. Yields the product Nc1c(CC(=O)O)cc(Cl)cc1Oc1ccccc1F. Reaction SMILES: [Na+:21].[O:1]=[C:2]1[NH:3][c:4]2[c:5]([O:12][c:13]3[c:14]([F:19])[cH:15][cH:16][cH:17][cH:18]3)[cH:6][c:7]([Cl:11])[cH:8][c:9]2[CH2:10]1.[O:22]1[CH2:23][CH2:24][O:25][CH2:26][CH2:27]1.[OH-:20].[OH2:28]>>[O:1]=[C:2]([CH2:10][c:9]1[c:4]([NH2:3])[c:5]([O:12][c:13]2[c:14]([F:19])[cH:15][cH:16][cH:17][cH:18]2)[cH:6][c:7]([Cl:11])[cH:8]1)[OH:22].